describe an organic reaction: reactants, conditions, products, and yield From a dataset of the Open Reaction Database (ORD), a public repository of structured organic reaction records. Starting materials: O=C(c1ncc[nH]1)c1ncc[nH]1, Nc1ccc(OCc2ccccc2)cc1, COC(CNc1ccc(Oc2ccccc2)cc1)OC, CN(C)C=O. Product: COC(CN(C(=O)Nc1ccc(OCc2ccccc2)cc1)c1ccc(Oc2ccccc2)cc1)OC. As a reaction SMILES: [C:16](=[O:17])([c:18]1[nH:19][cH:20][cH:21][n:22]1)[c:23]1[nH:24][cH:25][cH:26][n:27]1.[CH2:1]([c:2]1[cH:3][cH:4][cH:5][cH:6][cH:7]1)[O:8][c:9]1[cH:10][cH:11][c:12]([NH2:13])[cH:14][cH:15]1.[CH3:28][O:29][CH:30]([CH2:31][NH:32][c:33]1[cH:34][cH:35][c:36]([O:39][c:40]2[cH:41][cH:42][cH:43][cH:44][cH:45]2)[cH:37][cH:38]1)[O:46][CH3:47].[CH3:48][N:49]([CH3:50])[CH:51]=[O:52]>>[CH2:1]([c:2]1[cH:3][cH:4][cH:5][cH:6][cH:7]1)[O:8][c:9]1[cH:10][cH:11][c:12]([NH:13][C:16](=[O:17])[N:32]([CH2:31][CH:30]([O:29][CH3:28])[O:46][CH3:47])[c:33]2[cH:34][cH:35][c:36]([O:39][c:40]3[cH:41][cH:42][cH:43][cH:44][cH:45]3)[cH:37][cH:38]2)[cH:14][cH:15]1. The reactants are O (water), Cl (hydrochloric acid), C(C1=CC=CC=C1)OC(=O)N1C(C(CCC1=O)(C)N)=O (N-Benzyloxycarbonyl-α-amino-α-methylglutarimide). Reagents/catalysts: [Pd] (Pd/C). Solvent: C(C)O (ethanol), C(C)O (ethanol). Product: Cl.NC1(C(=O)NC(CC1)=O)C (α-amino-α-methylglutarimide hydrochloride). Yield: 93.0%. As a reaction SMILES: C(OC([N:11]1[C:16](=[O:17])[CH2:15][CH2:14][C:13]([NH2:19])([CH3:18])[C:12]1=[O:20])=O)C1C=CC=CC=1.[ClH:21].O>C(O)C.[Pd]>[ClH:21].[NH2:19][C:13]1([CH3:18])[CH2:14][CH2:15][C:16](=[O:17])[NH:11][C:12]1=[O:20] |f:5.6|. Procedure: N-Benzyloxycarbonyl-α-amino-α-methylglutarimide (2.3 g, 8.3 mmol) was dissolved in ethanol (200 mL) with gentle heat and the resulting solution allowed to cool to room temperature. To this solution was added 4N hydrochloric acid (3 mL) followed by 10% Pd/C (0.4 g). The mixture was hydrogenated in a Parr apparatus under 50 psi of hydropen for 3 hours. To the mixture was added water (50 mL) to dissolve the product. This mixture was filtered through a Celite pad which was washed with water (50 mL)....